This data is from the Open Reaction Database (ORD), a public repository of structured organic reaction records. The task is: describe an organic reaction: reactants, conditions, products, and yield Reactants: CCCc1c(OCc2ccccc2)ccc2c(OC)noc12, CCOC(C)=O. Product: CCCc1c(O)ccc2c(OC)noc12. Reaction SMILES: [CH3:1][O:2][c:3]1[n:4][o:5][c:6]2[c:7]1[cH:8][cH:9][c:10]([O:15][CH2:16][c:17]1[cH:18][cH:19][cH:20][cH:21][cH:22]1)[c:11]2[CH2:12][CH2:13][CH3:14].[CH3:23][CH2:24][O:25][C:26](=[O:27])[CH3:28]>>[CH3:1][O:2][c:3]1[n:4][o:5][c:6]2[c:7]1[cH:8][cH:9][c:10]([OH:15])[c:11]2[CH2:12][CH2:13][CH3:14]. The reactants are [BH4-], CO, CS(C)=O, [Na+], O=Cc1ccc2cc3c(cc2n1)CC1(C3)C(=O)Nc2ncccc21. The product is O=C1Nc2ncccc2C12Cc1cc3ccc(CO)nc3cc1C2. Reaction SMILES: [BH4-:25].[CH3:27][OH:28].[CH3:29][S:30]([CH3:31])=[O:32].[Na+:26].[O:1]=[C:2]1[NH:3][c:4]2[n:5][cH:6][cH:7][cH:8][c:9]2[C:10]12[CH2:11][c:12]1[c:13]([cH:14][c:15]3[cH:16][cH:17][c:18]([CH:22]=[O:23])[n:19][c:20]3[cH:21]1)[CH2:24]2>>[O:1]=[C:2]1[NH:3][c:4]2[n:5][cH:6][cH:7][cH:8][c:9]2[C:10]12[CH2:11][c:12]1[c:13]([cH:14][c:15]3[cH:16][cH:17][c:18]([CH2:22][OH:23])[n:19][c:20]3[cH:21]1)[CH2:24]2. Reactants: C=O (formaldehyde), Cl.CC=1C=C(C=C(C1)C)CO[C@@H]1[C@@H](NCCC1)C1=CC=CC=C1 (cis-3-((3,5-dimethylphenyl)methyloxy)-2-phenyl piperidine hydrochloride salt), C(C)(=O)O (acetic acid), C(#N)[BH3-].[Na+] (sodium cyanoborohydride). Run in CO (methanol). Reaction conditions: temperature 23 celsius, time 18 hour. Yields the product CC=1C=C(C=C(C1)C)CO[C@@H]1[C@@H](N(CCC1)C)C1=CC=CC=C1 (cis-3-((3,5-Dimethylphenyl)methyloxy)-1-methyl-2-phenylpiperidine). As a reaction SMILES: Cl.[CH3:2][C:3]1[CH:4]=[C:5]([CH2:10][O:11][C@H:12]2[CH2:17][CH2:16][CH2:15][NH:14][C@H:13]2[C:18]2[CH:23]=[CH:22][CH:21]=[CH:20][CH:19]=2)[CH:6]=[C:7]([CH3:9])[CH:8]=1.[C:24](O)(=O)C.C([BH3-])#N.[Na+].C=O>CO>[CH3:9][C:7]1[CH:6]=[C:5]([CH2:10][O:11][C@H:12]2[CH2:17][CH2:16][CH2:15][N:14]([CH3:24])[C@H:13]2[C:18]2[CH:23]=[CH:22][CH:21]=[CH:20][CH:19]=2)[CH:4]=[C:3]([CH3:2])[CH:8]=1 |f:0.1,3.4|. Reported procedure: A solution of cis-3-((3,5-dimethylphenyl)methyloxy)-2-phenylpiperidine (220 mg, 0.75 mmol, Example 2) and acetic acid (0.212 ml) in dry methanol (6 ml) was cooled to 0° C. and sodium cyanoborohydride (96 mg, 1.5 mmol) was added followed by formaldehyde (38% aq. solution, 0.15 ml). The reaction mixture was stirred at 23° C. for 18 h, then the solvent was removed in-vacuo and the residue partitioned between dichloromethane and 2M sodium hydroxide. The layers were separated, and the aqueous phase e... Starting materials: COC(=O)C=CC#Cc1cccc(S(=O)(=O)Nc2ccccc2)c1, CO, [Na+], [OH-]. Product: O=C(O)C=CC#Cc1cccc(S(=O)(=O)Nc2ccccc2)c1. Reaction SMILES: [CH3:1][O:2][C:3]([CH:4]=[CH:5][C:6]#[C:7][c:8]1[cH:9][c:10]([S:14]([NH:15][c:16]2[cH:17][cH:18][cH:19][cH:20][cH:21]2)(=[O:22])=[O:23])[cH:11][cH:12][cH:13]1)=[O:24].[CH3:27][OH:28].[Na+:26].[OH-:25]>>[O:2]=[C:3]([CH:4]=[CH:5][C:6]#[C:7][c:8]1[cH:9][c:10]([S:14]([NH:15][c:16]2[cH:17][cH:18][cH:19][cH:20][cH:21]2)(=[O:22])=[O:23])[cH:11][cH:12][cH:13]1)[OH:24]. Reactants: C(C)(=O)O (acetic acid), C(=O)C=C (acrolein), C(C)(=O)OC(C)=O (acetic anhydride), aminonitrile, Cl (hydrochloric acid), CP(OCC)(=O)OCC (diethyl methanephosphonate), [C-]#N.[Na+] (sodium cyanide), [Cl-].[NH4+] (ammonium chloride). The solvent is C(C)O (ethanol), N (ammonia). Conditions: temperature 30 celsius, time 2 hour. The product is [NH4+].NC(C(=O)[O-])CCP(=O)CO (2-Amino-4-(hydroxymethylphosphinyl)butyric acid, ammonium salt). As a reaction SMILES: C([CH:3]=[CH2:4])=O.C([O:8][C:9](=[O:11])[CH3:10])(=O)C.C[P:13]([O:18]CC)(=O)OCC.[C-]#[N:22].[Na+].[Cl-].[NH4+].Cl.[C:27]([OH:30])(=O)C>N.C(O)C>[NH4+:22].[NH2:22][CH:10]([CH2:4][CH2:3][PH:13]([CH2:27][OH:30])=[O:18])[C:9]([O-:8])=[O:11] |f:3.4,5.6,11.12|. Reported procedure: At room temperature, 5.61 g (0.10 mol) of freshly distilled acrolein are added to 10.21 g (0.10 mol) of acetic anhydride. At 25-30° C., 13.61 g (0.10 mol) of diethyl methanephosphonate are subsequently added dropwise. The mixture is stirred at 30° C. for 2 hours and then, at 25-28° C., added dropwise to a solution of 4.9 g (0.10 mol) of sodium cyanide and 10.7 g (0.20 mol) of ammonium chloride in 50 ml of ammonia (25% strength). After 2 hours at 30° C., the crude aminonitrile is added dropwise t... The reactants are NC1CCCc2ccccc21, O=Cc1ccc(-c2ccccc2C(F)(F)F)cc1. The product is FC(F)(F)c1ccccc1-c1ccc(CNC2CCCc3ccccc32)cc1. Reaction SMILES: [CH:19]1([NH2:29])[CH2:20][CH2:21][CH2:22][c:23]2[cH:24][cH:25][cH:26][cH:27][c:28]21.[F:1][C:2]([c:3]1[c:4](-[c:9]2[cH:10][cH:11][c:12]([CH:15]=[O:16])[cH:13][cH:14]2)[cH:5][cH:6][cH:7][cH:8]1)([F:17])[F:18]>>[F:1][C:2]([c:3]1[c:4](-[c:9]2[cH:10][cH:11][c:12]([CH2:15][NH:29][CH:19]3[CH2:20][CH2:21][CH2:22][c:23]4[cH:24][cH:25][cH:26][cH:27][c:28]43)[cH:13][cH:14]2)[cH:5][cH:6][cH:7][cH:8]1)([F:17])[F:18]. Reactants: BrC1=CC=C(S1)CC1=CN(C2=CC=CC(=C12)C)[C@H]1[C@H](OC(C)=O)[C@@H](OC(C)=O)[C@H](OC(C)=O)[C@H](O1)COC(C)=O (3-(5-bromothiophen-2-yl-methyl)-4-methyl-1-(2,3,4,6-tetra-O-acetyl-β-D-glucopyranosyl)indole), S1C(=CC=C1)B(O)O (thiophene-2-boronic acid), [F-].[Cs+] (cesium fluoride). Reagents/catalysts: [Pd].C1(=CC=CC=C1)P(C1=CC=CC=C1)C1=CC=CC=C1.C1(=CC=CC=C1)P(C1=CC=CC=C1)C1=CC=CC=C1.C1(=CC=CC=C1)P(C1=CC=CC=C1)C1=CC=CC=C1.C1(=CC=CC=C1)P(C1=CC=CC=C1)C1=CC=CC=C1 (tetrakis(triphenylphosphine)-palladium(0)). Solvent: COCCOC (1,2-dimethoxyethane), C(C)(=O)OCC (ethyl acetate). The product is CC1=C2C(=CN(C2=CC=C1)[C@H]1[C@H](OC(C)=O)[C@@H](OC(C)=O)[C@H](OC(C)=O)[C@H](O1)COC(C)=O)CC=1SC(=CC1)C=1SC=CC1 (4-methyl-3-(5-(2-thienyl)-thiophen-2-yl-methyl)-1-(2,3,4,6-tetra-O-acetyl-β-D-glucopyranosyl)indole). As a reaction SMILES: Br[C:2]1[S:6][C:5]([CH2:7][C:8]2[C:16]3[C:11](=[CH:12][CH:13]=[CH:14][C:15]=3[CH3:17])[N:10]([C@@H:18]3[O:35][C@H:34]([CH2:36][O:37][C:38](=[O:40])[CH3:39])[C@@H:29]([O:30][C:31](=[O:33])[CH3:32])[C@H:24]([O:25][C:26](=[O:28])[CH3:27])[C@H:19]3[O:20][C:21](=[O:23])[CH3:22])[CH:9]=2)=[CH:4][CH:3]=1.[S:41]1[CH:45]=[CH:44][CH:43]=[C:42]1B(O)O.[F-].[Cs+]>COCCOC.C(OCC)(=O)C.[Pd].C1(P(C2C=CC=CC=2)C2C=CC=CC=2)C=CC=CC=1.C1(P(C2C=CC=CC=2)C2C=CC=CC=2)C=CC=CC=1.C1(P(C2C=CC=CC=2)C2C=CC=CC=2)C=CC=CC=1.C1(P(C2C=CC=CC=2)C2C=CC=CC=2)C=CC=CC=1>[CH3:17][C:15]1[CH:14]=[CH:13][CH:12]=[C:11]2[C:16]=1[C:8]([CH2:7][C:5]1[S:6][C:2]([C:42]3[S:41][CH:45]=[CH:44][CH:43]=3)=[CH:3][CH:4]=1)=[CH:9][N:10]2[C@@H:18]1[O:35][C@H:34]([CH2:36][O:37][C:38](=[O:40])[CH3:39])[C@@H:29]([O:30][C:31](=[O:33])[CH3:32])[C@H:24]([O:25][C:26](=[O:28])[CH3:27])[C@H:19]1[O:20][C:21](=[O:23])[CH3:22] |f:2.3,6.7.8.9.10|. Procedure details: A mixture of 3-(5-bromothiophen-2-yl-methyl)-4-methyl-1-(2,3,4,6-tetra-O-acetyl-β-D-glucopyranosyl)indole obtained in Example 45-(3) (190 mg), thiophene-2-boronic acid (229 mg), cesium fluoride (272 mg) and tetrakis(triphenylphosphine)-palladium(0) (34.5 mg) in 1,2-dimethoxyethane (6 ml) was refluxed for 6 hours under argon atmosphere. The reaction mixture was diluted with ethyl acetate and a saturated aqueous sodium hydrogen carbonate solution, and the organic layer was filtered through an amin... The reactants are O=[N+]([O-])c1ccc(F)c2ccccc12, [H-], CC(C)(O)c1ccnc(N)c1, [Na+], CN(C)C=O. Yields the product CC(C)(Oc1ccc([N+](=O)[O-])c2ccccc12)c1ccnc(N)c1. RXN SMILES: [F:14][c:15]1[cH:16][cH:17][c:18]([N+:25](=[O:26])[O-:27])[c:19]2[cH:20][cH:21][cH:22][cH:23][c:24]12.[H-:12].[NH2:1][c:2]1[n:3][cH:4][cH:5][c:6]([C:8]([CH3:9])([CH3:10])[OH:11])[cH:7]1.[Na+:13].[O:28]=[CH:29][N:30]([CH3:31])[CH3:32]>>[NH2:1][c:2]1[n:3][cH:4][cH:5][c:6]([C:8]([CH3:9])([CH3:10])[O:11][c:15]2[cH:16][cH:17][c:18]([N+:25](=[O:26])[O-:27])[c:19]3[cH:20][cH:21][cH:22][cH:23][c:24]23)[cH:7]1. Product: Cc1cc(C#N)ccc1N. RXN SMILES: [CH3:18][C:19](=[O:20])[OH:21].[CH3:1][c:2]1[cH:3][c:4]([C:5]#[N:6])[cH:7][cH:8][c:9]1[N+:10]([O-:11])=[O:12].[ClH:22].[NH4+:17].[OH-:16].[Sn:13]([Cl:14])[Cl:15]>>[CH3:1][c:2]1[cH:3][c:4]([C:5]#[N:6])[cH:7][cH:8][c:9]1[NH2:10]. The reactants are CC(=O)O, Cc1cc(C#N)ccc1[N+](=O)[O-], Cl, [NH4+], [OH-], Cl[Sn]Cl.